This data is from the Open Reaction Database (ORD), a public repository of structured organic reaction records. The task is: describe an organic reaction: reactants, conditions, products, and yield Reactants: ClC1=NC=C(C(=C1)CNC(C)=O)Cl (N-(2,5-dichloro-pyridin-4-ylmethyl)-acetamide), OS(=O)(=O)O (H2SO4), [NH4+].[OH-] (NH4OH). Run in O (water). Reaction conditions: temperature 200 celsius. The product is ClC=1C(=CC(NC1)=O)CNC(C)=O (N-(5-chloro-2-oxo-1,2-dihydro-pyridin-4-ylmethyl)-acetamide). Reaction SMILES: Cl[C:2]1[CH:7]=[C:6]([CH2:8][NH:9][C:10](=[O:12])[CH3:11])[C:5]([Cl:13])=[CH:4][N:3]=1.[OH:14]S(O)(=O)=O.[NH4+].[OH-]>O>[Cl:13][C:5]1[C:6]([CH2:8][NH:9][C:10](=[O:12])[CH3:11])=[CH:7][C:2](=[O:14])[NH:3][CH:4]=1 |f:2.3|. Reported procedure: Compound N-(2,5-dichloro-pyridin-4-ylmethyl)-acetamide (250 mg, 1.14 mmol) was added to 33% H2SO4 (3 mL) and the mixture heated in a CEM microwave reactor at 200° C. for 30 min. After cooling to room temperature, the reaction mixture was diluted with water (20 mL) and basified with excess concentrated NH4OH. The reaction mixture was then frozen using a dry ice/acetone bath and evaporated to dryness in vacuo overnight in a freeze-dry apparatus. The solids were purified by column chromatography us... The product is CCCC(c1ccc(C(=O)OC)cc1)n1ccc(NC(=O)C(CC2CCCC2)c2ccc(S(C)(=O)=O)c(Cl)c2)n1. As a reaction SMILES: [CH2:62]([Cl:63])[Cl:64].[CH3:42][O:43][C:44]([c:45]1[cH:46][cH:47][c:48]([CH:51]([CH2:52][CH2:53][CH3:54])[n:55]2[n:56][c:57]([NH2:60])[cH:58][cH:59]2)[cH:49][cH:50]1)=[O:61].[Cl:1][c:2]1[cH:3][c:4]([CH:12]([C:13](=[O:14])[NH:15][c:16]2[cH:17][cH:18][n:19]([CH3:20])[n:21]2)[CH2:22][CH:23]2[CH2:24][CH2:25][CH2:26][CH2:27]2)[cH:5][cH:6][c:7]1[S:8](=[O:9])(=[O:10])[CH3:11].[Cl:28][C:29]([C:30]([Cl:31])=[O:32])=[O:33].[n:34]1[c:35]([CH3:36])[cH:37][cH:38][cH:39][c:40]1[CH3:41]>>[Cl:1][c:2]1[cH:3][c:4]([CH:12]([C:13](=[O:14])[NH:60][c:57]2[n:56][n:55]([CH:51]([c:48]3[cH:47][cH:46][c:45]([C:44]([O:43][CH3:42])=[O:61])[cH:50][cH:49]3)[CH2:52][CH2:53][CH3:54])[cH:59][cH:58]2)[CH2:22][CH:23]2[CH2:24][CH2:25][CH2:26][CH2:27]2)[cH:5][cH:6][c:7]1[S:8](=[O:9])(=[O:10])[CH3:11]. Reactants: ClCCl, CCCC(c1ccc(C(=O)OC)cc1)n1ccc(N)n1, Cn1ccc(NC(=O)C(CC2CCCC2)c2ccc(S(C)(=O)=O)c(Cl)c2)n1, O=C(Cl)C(=O)Cl, Cc1cccc(C)n1. Starting materials: C(C)(C)(C)OC(=O)N1CCC(CC1)C1=CC=C(C=C1)NC(=O)C=1NC2=C(C=CC=C2C1C)OC (4-{4-[(7-methoxy-3-methyl-1H-indole-2-carbonyl)-amino]-phenyl}-piperidine-1-carboxylic acid tert-butyl ester), COC(=O)[C@@H]1CC[C@H](CC1)C(=O)O (trans-cyclohexane-1,4-dicarboxylic acid monomethyl ester), O[Li].O (LiOH—H2O). Product: COC=1C=CC=C2C(=C(NC12)C(=O)NC1=CC=C(C=C1)C1CCN(CC1)C(=O)[C@@H]1CC[C@H](CC1)C(=O)O)C (trans-4-(4-{4-[(7-methoxy-3-methyl-1H-indole-2-carbonyl)-amino]-phenyl}-piperidine-1-carbonyl)-cyclohexanecarboxylic acid). RXN SMILES: C(OC([N:8]1[CH2:13][CH2:12][CH:11]([C:14]2[CH:19]=[CH:18][C:17]([NH:20][C:21]([C:23]3[NH:24][C:25]4[C:30]([C:31]=3[CH3:32])=[CH:29][CH:28]=[CH:27][C:26]=4[O:33][CH3:34])=[O:22])=[CH:16][CH:15]=2)[CH2:10][CH2:9]1)=O)(C)(C)C.C[O:36][C:37]([C@H:39]1[CH2:44][CH2:43][C@H:42]([C:45](O)=[O:46])[CH2:41][CH2:40]1)=[O:38].O[Li].O>>[CH3:34][O:33][C:26]1[CH:27]=[CH:28][CH:29]=[C:30]2[C:25]=1[NH:24][C:23]([C:21]([NH:20][C:17]1[CH:18]=[CH:19][C:14]([CH:11]3[CH2:10][CH2:9][N:8]([C:45]([C@H:42]4[CH2:41][CH2:40][C@H:39]([C:37]([OH:38])=[O:36])[CH2:44][CH2:43]4)=[O:46])[CH2:13][CH2:12]3)=[CH:15][CH:16]=1)=[O:22])=[C:31]2[CH3:32] |f:2.3|. Procedure: With a procedure similar to the example above, trans-4-(4-{4-[(7-methoxy-3-methyl-1H-indole-2-carbonyl)-amino]-phenyl}-piperidine-1-carbonyl)-cyclohexanecarboxylic acid was prepared from 4-{4-[(7-methoxy-3-methyl-1H-indole-2-carbonyl)-amino]-phenyl}-piperidine-1-carboxylic acid tert-butyl ester and trans-cyclohexane-1,4-dicarboxylic acid monomethyl ester, followed by a standard LiOH—H2O saponification procedure to remove the methyl ester. LCMS calcd for C30H35N3O5 (m/e) 517, obsd 518 (M+H). Reactants: C(CCCCCC)Br (n-heptyl bromide), C(C)(C)(CC)O (tert-amyl alcohol), C1(=CC=CC=C1)[B-](C1=CC=CC=C1)(C1=CC=CC=C1)C1=CC=CC=C1.C(C)(C)(C)[PH+](C)C(C)(C)C (di-tert-butylmethylphosphonium tetraphenylborate), C1(=CC=CC=C1)B(O)O (phenylboronic acid), CC(C)([O-])C.[K+] (potassium tert-butoxide). The reagents and catalysts are C(C)(=O)[O-].[Pd+2].C(C)(=O)[O-] (palladium (II) acetate). The product is C1(=CC=CC=C1)CCCCCCC (1-phenylheptane). The yield is 89.1%. As a reaction SMILES: [CH2:1](Br)[CH2:2][CH2:3][CH2:4][CH2:5][CH2:6][CH3:7].[C:9]1(B(O)O)[CH:14]=[CH:13][CH:12]=[CH:11][CH:10]=1.CC(C)([O-])C.[K+].C(O)(CC)(C)C.C1([B-](C2C=CC=CC=2)(C2C=CC=CC=2)C2C=CC=CC=2)C=CC=CC=1.C([PH+](C(C)(C)C)C)(C)(C)C>C([O-])(=O)C.[Pd+2].C([O-])(=O)C>[C:9]1([CH2:1][CH2:2][CH2:3][CH2:4][CH2:5][CH2:6][CH3:7])[CH:14]=[CH:13][CH:12]=[CH:11][CH:10]=1 |f:2.3,5.6,7.8.9|. Reported procedure: A 50-ml four-necked flask was equipped with a stirrer, a thermometer and a reflux condenser. 0.896 g (5 mmol) of n-heptyl bromide, 0.914 g (7.5 mmol) of phenylboronic acid, 0.056 g (0.25 mmol) of palladium (II) acetate, 1.683 g (15 mmol) of potassium tert-butoxide and 25 ml of tert-amyl alcohol were weighed in the flask, followed by stirring. Further, 0.240 g (0.5 mmol) of di-tert-butylmethylphosphonium tetraphenylborate obtained in Example B-1 was weighed in air and added into the flask. The fl... Starting materials: O=C([O-])[O-], CC#N, FC(F)(F)c1ccc(-c2ccc(CCl)cc2)cc1, [K+], [K+], OCc1ccccc1O. The product is OCc1ccccc1OCc1ccc(-c2ccc(C(F)(F)F)cc2)cc1. Reaction SMILES: [C:28](=[O:29])([O-:30])[O-:31].[CH3:34][C:35]#[N:36].[Cl:10][CH2:11][c:12]1[cH:13][cH:14][c:15](-[c:18]2[cH:19][cH:20][c:21]([C:24]([F:25])([F:26])[F:27])[cH:22][cH:23]2)[cH:16][cH:17]1.[K+:32].[K+:33].[OH:1][c:2]1[c:3]([CH2:4][OH:5])[cH:6][cH:7][cH:8][cH:9]1>>[O:1]([c:2]1[c:3]([CH2:4][OH:5])[cH:6][cH:7][cH:8][cH:9]1)[CH2:11][c:12]1[cH:13][cH:14][c:15](-[c:18]2[cH:19][cH:20][c:21]([C:24]([F:25])([F:26])[F:27])[cH:22][cH:23]2)[cH:16][cH:17]1. Starting materials: c1(c(c(nn1C)C)Br)CN(C)C(=O)OC(C)(C)C, C1(C(OB(O1)B1OC(C(O1)(C)C)(C)C)(C)C)(C)C, c1(c(ncc(c1)Br)N)O[C@H](C)c1c(ccc(c1)F)C(=O)OC. Reagents/catalysts: c1ccc(cc1)-c2c3ccccc3cc4ccccc24 (9-Phenylanthracene), [OH-].[Na+]Â Â  (NaOH), O (water), cataCXium A, C(O[Pd]OC(C)=O)(C)=O (Pd(OAc)2). The solvent is CO (MeOH). Reaction conditions: temperature 80 celsius, time 18 hour. Product: COC(=O)c1ccc(F)cc1C(C)Oc2cc(cnc2N)c3c(C)nn(C)c3CN(C)C(=O)OC(C)(C)C. Reaction SMILES: [CH3:1][O:2][C:3]([c:5]1[c:11]([CH:12]([O:14][c:15]2[c:20]([NH2:21])[n:19][cH:18][c:17](Br)[cH:16]2)[CH3:13])[cH:10][c:8]([F:9])[cH:7][cH:6]1)=[O:4].[CH3:22][N:23]([C:32]([O:34][C:35]([CH3:38])([CH3:37])[CH3:36])=[O:33])[CH2:24][c:25]1[n:30]([CH3:31])[n:29][c:27]([CH3:28])[c:26]1Br.CC1(C(C)(C)OB(B2OC(C)(C)C(C)(C)O2)O1)C>>[CH3:1][O:2][C:3]([c:5]1[c:11]([CH:12]([O:14][c:15]2[c:20]([NH2:21])[n:19][cH:18][c:17]([c:26]3[c:25]([CH2:24][N:23]([C:32]([O:34][C:35]([CH3:38])([CH3:37])[CH3:36])=[O:33])[CH3:22])[n:30]([CH3:31])[n:29][c:27]3[CH3:28])[cH:16]2)[CH3:13])[cH:10][c:8]([F:9])[cH:7][cH:6]1)=[O:4]. Starting materials: S1C=C(C=C1)C=O (3-thiophenecarboxaldehyde), CC(=O)C (acetone), C(C)O (ethanol), [OH-].[Na+] (sodium hydroxide). Run in O (water). Run at time 15 hour. The product is S1C=C(C=C1)\C=C\C(\C=C\C1=CSC=C1)=O (E,E-1,5-di-(3-thienyl)-1,4-pentadien-3-one). The yield is 46.0%. RXN SMILES: [S:1]1[CH:5]=[CH:4][C:3]([CH:6]=O)=[CH:2]1.[CH3:8][C:9]([CH3:11])=[O:10].[CH2:12](O)[CH3:13].[OH-].[Na+]>O>[S:1]1[CH:2]=[CH:3][C:12](/[CH:13]=[CH:8]/[C:9](=[O:10])/[CH:11]=[CH:6]/[C:3]2[CH:4]=[CH:5][S:1][CH:2]=2)=[CH:5]1 |f:3.4|. Reported procedure: A mixture of 29.8 g (0.27 mol) of 3-thiophenecarboxaldehyde, 7.7 g (0.13 mol) of acetone, 80 mL of ethanol, 40 mL of water, and 2 mL of 10% aqueous sodium hydroxide was stirred for 15 hours at ambient temperature. The solid that crystallized from the mixture was collected by filtration, and is dried to give 29.2 g (46% yield) of E,E-1,5-di-(3-thienyl)-1,4-pentadien-3-one as a yellow solid. 1H NMR, IR, and FDMS analyses were consistent with the expected structure. Elemental analysis: Calcd for C1...